From a dataset of the Open Reaction Database (ORD), a public repository of structured organic reaction records. describe an organic reaction: reactants, conditions, products, and yield The reactants are Br, COC(=O)N1CCC(c2cc(=O)[nH]o2)CC1c1ccc(C(C)(C)C)s1. The product is CC(C)(C)c1ccc(C2CC(c3cc(=O)[nH]o3)CCN2)s1. RXN SMILES: [BrH:26].[C:1]([CH3:2])([CH3:3])([CH3:4])[c:5]1[cH:6][cH:7][c:8]([CH:10]2[N:11]([C:22]([O:23][CH3:24])=[O:25])[CH2:12][CH2:13][CH:14]([c:16]3[cH:17][c:18](=[O:21])[nH:19][o:20]3)[CH2:15]2)[s:9]1>>[C:1]([CH3:2])([CH3:3])([CH3:4])[c:5]1[cH:6][cH:7][c:8]([CH:10]2[NH:11][CH2:12][CH2:13][CH:14]([c:16]3[cH:17][c:18](=[O:21])[nH:19][o:20]3)[CH2:15]2)[s:9]1. Reactants: solution A, [Na+].[Na+].P([O-])(=O)(OP(=O)([O-])OP(=O)(O)O)OC[C@@H]1[C@H]([C@H]([C@@H](O1)N1C=NC=2C(N)=NC=NC12)O)O (adenosine triphosphate disodium), NC(CCSC)C(=O)O (DL-methionine), C(C(CO)(CO)N)O.Cl (Tris hydrochloride), [Cl-].[K+] (KCl). The solvent is ClC(C(=O)O)(Cl)Cl (trichloroacetic acid). Run at time 20 minute. Product: N[C@@H](CC[S+](C[C@@H]1[C@H]([C@H]([C@H](N2C=NC3=C2N=CN=C3N)O1)O)O)C)C(O)=O (S-adenosylmethionine), P(O)(=O)(OP(=O)(O)OP(=O)(O)O)OC[C@@H]1[C@H]([C@H]([C@@H](O1)N1C=NC=2C(N)=NC=NC12)O)O (adenosine triphosphate), NC(CCSC)C(=O)O (DL-methionine). Reaction SMILES: [Na+].[Na+].[P:3]([O:15][CH2:16][C@H:17]1[O:21][C@@H:20]([N:22]2[C:31]3[N:30]=[CH:29][N:28]=[C:26]([NH2:27])[C:25]=3[N:24]=[CH:23]2)[C@H:19]([OH:32])[C@@H:18]1[OH:33])([O:6][P:7]([O:10][P:11]([OH:14])([OH:13])=[O:12])([O-:9])=[O:8])(=[O:5])[O-:4].[NH2:34][CH:35]([C:40]([OH:42])=[O:41])[CH2:36][CH2:37][S:38][CH3:39].C(O)C(N)(CO)CO.Cl.[Cl-].[K+]>ClC(Cl)(Cl)C(O)=O>[NH2:34][C@H:35]([C:40](=[O:41])[OH:42])[CH2:36][CH2:37][S+:38]([CH3:39])[CH2:16][C@H:17]1[O:21][C@@H:20]([N:22]2[C:31]3[N:30]=[CH:29][N:28]=[C:26]([NH2:27])[C:25]=3[N:24]=[CH:23]2)[C@H:19]([OH:32])[C@@H:18]1[OH:33].[P:3]([O:15][CH2:16][C@H:17]1[O:21][C@@H:20]([N:22]2[C:31]3[N:30]=[CH:29][N:28]=[C:26]([NH2:27])[C:25]=3[N:24]=[CH:23]2)[C@H:19]([OH:32])[C@@H:18]1[OH:33])([O:6][P:7]([O:10][P:11]([OH:13])([OH:14])=[O:12])([OH:9])=[O:8])(=[O:4])[OH:5].[NH2:34][CH:35]([C:40]([OH:42])=[O:41])[CH2:36][CH2:37][S:38][CH3:39] |f:0.1.2,4.5,6.7|. Procedure: Prepare substrate solution A containing 8 mM adenosine triphosphate disodium (ATP), 32 mM DL-methionine, 100 mM Tris hydrochloride buffer, 100 mM KCl (final concentration) and 20 mM MgCl2 (final concentration) and adjusted pH to 7.5. Two hundred and fifty μl of the prepared substrate solution A was mixed with 150 μl sterile distilled water, 100 μl of the S-adenosylmethionine synthetase prepared according to Example 7, incubated at 58° C. for 20 min. The reaction was stopped by adding 300 μl 10% ...